Task: describe an organic reaction: reactants, conditions, products, and yield. Dataset: the Open Reaction Database (ORD), a public repository of structured organic reaction records Starting materials: C1(CC1)C=1C(=NC=CC1)C(=O)OC (methyl 3-cyclopropylpyridine-2-carboxylate), [OH-].[Li+] (lithium hydroxide), Cl (HCl). The solvent is C1CCOC1 (THF), O (water). The product is C1(CC1)C=1C(=NC=CC1)C(=O)O (3-cyclopropylpyridine-2-carboxylic acid). Reaction SMILES: [CH:1]1([C:4]2[C:5]([C:10]([O:12]C)=[O:11])=[N:6][CH:7]=[CH:8][CH:9]=2)[CH2:3][CH2:2]1.[OH-].[Li+].Cl>C1COCC1.O>[CH:1]1([C:4]2[C:5]([C:10]([OH:12])=[O:11])=[N:6][CH:7]=[CH:8][CH:9]=2)[CH2:2][CH2:3]1 |f:1.2|. Procedure: To a solution of methyl 3-cyclopropylpyridine-2-carboxylate (80 mg, 0.45 mmol) in THF (2 ml) and water (2 ml) was added lithium hydroxide (55 mg, 1.36 mmol) and the reaction mixture was refluxed for 2 hours. The reaction was then acidified to pH 2 using 1M HCl (aq) and extracted with DCM (3×50 ml). The combined organics were washed with water (30 ml), brine (30 ml), dried over sodium sulfate and concentrated in vacuo to afford the title compound.